From a dataset of the Open Reaction Database (ORD), a public repository of structured organic reaction records. describe an organic reaction: reactants, conditions, products, and yield The reactants are O1CCCC1 (tetrahydrofuran), NC1=NC(=C(N=C1C(=O)OC)Cl)Cl (2-amino-5,6-dichloro-3-(methoxycarbonyl)pyrazine), [BH4-].[K+] (potassium borohydride), [Cl-].[Li+] (lithium chloride). The solvent is O (water). Conditions: time 17 hour. Product: NC1=NC(=C(N=C1CO)Cl)Cl (2-Amino-5,6-dichloro-3(hydroxymethyl)pyrazine). Reaction SMILES: O1CCCC1.[NH2:6][C:7]1[C:12]([C:13](OC)=[O:14])=[N:11][C:10]([Cl:17])=[C:9]([Cl:18])[N:8]=1.[BH4-].[K+].[Cl-].[Li+]>O>[NH2:6][C:7]1[C:12]([CH2:13][OH:14])=[N:11][C:10]([Cl:17])=[C:9]([Cl:18])[N:8]=1 |f:2.3,4.5|. Reported procedure: To 70 ml of dry tetrahydrofuran there was added 2-amino-5,6-dichloro-3-(methoxycarbonyl)pyrazine (8.8 g; 0.04 M), potassium borohydride (2.7 g; 0.05 M), and lithium chloride (2.1 g; 0.05 M), and the mixture was stirred at room temperature overnight (17 hours). The reaction mixture was then diluted with about 200 ml of water and chilled, after which the product crystallized, was filtered and dried (5.3 g).